Dataset: the Open Reaction Database (ORD), a public repository of structured organic reaction records. Task: describe an organic reaction: reactants, conditions, products, and yield The reactants are CC1=C(COC)C=C(C=C1)[N+](=O)[O-] (methyl 2- methyl-5-nitrobenzyl ether), COCC(C)=O (methoxyacetone), C1=C(C=CC2=CC=CC=C12)S(=O)(=O)O (2-naphthalenesulfonic acid). Reagents/catalysts: [Pt] (Pt/C). Run at time 2 hour. The product is CON(C1=CC(=C(C=C1)C)C)C(COC)C (methoxy-N-(2-methoxy-1-methylethyl)-3,4-Xylidine). As a reaction SMILES: [CH3:1][C:2]1[CH:10]=[CH:9][C:8]([N+:11]([O-:13])=O)=[CH:7][C:3]=1[CH2:4]OC.[CH3:14][O:15][CH2:16][C:17](=O)[CH3:18].[CH:20]1C2C(=CC=CC=2)C=CC=1S(O)(=O)=O>[Pt]>[CH3:20][O:13][N:11]([CH:17]([CH3:18])[CH2:16][O:15][CH3:14])[C:8]1[CH:9]=[CH:10][C:2]([CH3:1])=[C:3]([CH3:4])[CH:7]=1. Reported procedure: A mixture of methyl 2- methyl-5-nitrobenzyl ether (12 g. 0.066 M), methoxyacetone [20 g (used as solvent)], 2-naphthalenesulfonic acid (0.3 g) and 5% Pt/C (0.7 g) is shaken on a Parr hydrogenator maintaining the temperature below 40° with external cooling. The theoretical amount of hydrogen (0.26 M) is consumed and further uptake ceases after 2 hours. Starting materials: C(C(C)C)N(NC(CCC(C)C)=O)C([C@H](N)CC1=CC=CC=C1)=O (2′-isobutyl-4-methyl-2′-(D-phenylalanyl)valerohydrazide), O.C1(=CC=C(C=C1)S(=O)(=O)O)C (p-toluenesulphonic acid monohydrate). Run in CO (methanol). Run at time 3 hour. Yields the product C1(=CC=C(C=C1)S(=O)(=O)O)C.ONC(=O)[C@@H](C\C=C\C1=CC=CC=C1)[C@H](C(=O)NN(C([C@H](N)CC1=CC=CC=C1)=O)CC(C)C)CC(C)C ((E)-2(R)-[1(S)-(hydroxycarbamoyl)-4-phenyl-3-butenyl]-2′-isobutyl-4-methyl-2′-(D-phenylalanyl)valerohydrazide p-toluenesulphonate). As a reaction SMILES: [CH2:1]([N:5]([C:14](=[O:24])[C@@H:15]([CH2:17][C:18]1[CH:23]=[CH:22][CH:21]=[CH:20][CH:19]=1)[NH2:16])[NH:6][C:7](=[O:13])[CH2:8][CH2:9][CH:10]([CH3:12])[CH3:11])[CH:2]([CH3:4])[CH3:3].[OH2:25].[C:26]1([CH3:36])[CH:31]=[CH:30][C:29]([S:32]([OH:35])(=[O:34])=[O:33])=[CH:28][CH:27]=1>CO>[C:26]1([CH3:36])[CH:27]=[CH:28][C:29]([S:32]([OH:35])(=[O:33])=[O:34])=[CH:30][CH:31]=1.[OH:25][NH:6][C:7]([C@H:8]([C@@H:8]([CH2:9][CH:10]([CH3:12])[CH3:11])[C:7]([NH:6][N:5]([CH2:1][CH:2]([CH3:3])[CH3:4])[C:14](=[O:24])[C@@H:15]([CH2:17][C:18]1[CH:19]=[CH:20][CH:21]=[CH:22][CH:23]=1)[NH2:16])=[O:13])[CH2:9]/[CH:10]=[CH:36]/[C:26]1[CH:31]=[CH:30][CH:29]=[CH:28][CH:27]=1)=[O:13] |f:1.2,4.5|. Procedure: A solution of 0.288 g of (E)-2(R)-[1(S)-(tetrahydro-2(RS)-pyranyloxy)-carbamoyl]-4-phenyl-3-butenyl]-2′-isobutyl-4-methyl-2′-(D-phenylalanyl)valerohydrazide in 3 ml of methanol was treated with 0.099 g of p-toluenesulphonic acid monohydrate. The mixture was stirred for 3 hours at room temperature and evaporated. The residue was triturated with diethyl ether and then with hexane, filtered off and dried to give 0.232 g of (E)-2(R)-[1(S)-(hydroxycarbamoyl)-4-phenyl-3-butenyl]-2′-isobutyl-4-methyl-2... Reactants: CC1(S[C@H]2N([C@H]1C#N)C([C@@H]2Br)=O)C (2,2-dimethyl-3α-cyano-6α-bromopenam), O1C(CCCC1)OC1=CC=C(C=O)C=C1 (p-(2-tetrahydropyranyloxy)benzaldehyde), P(=O)([O-])([O-])[O-] (phosphate). Reagents/catalysts: [Zn] (zinc), [Zn] (zinc). Solvent: O1CCCC1 (tetrahydrofuran). Reaction conditions: time 3 hour. Yields the product CC1(S[C@H]2N([C@H]1C#N)C(C2)=O)C (2,2-dimethyl-3α-cyanopenam). RXN SMILES: [CH3:1][C:2]1([CH3:13])[C@H:6]([C:7]#[N:8])[N:5]2[C:9](=[O:12])[C@H:10](Br)[C@H:4]2[S:3]1.O1CCCCC1OC1C=CC(C=O)=CC=1.P([O-])([O-])([O-])=O>O1CCCC1.[Zn]>[CH3:1][C:2]1([CH3:13])[C@H:6]([C:7]#[N:8])[N:5]2[C:9](=[O:12])[CH2:10][C@H:4]2[S:3]1. Procedure details: Activated mossy zinc (500 mg) and zinc dust (100 mg) are added to a solution of 2,2-dimethyl-3α-cyano-6α-bromopenam (522 mg, 2 mmol) and p-(2-tetrahydropyranyloxy)benzaldehyde (750 mg, 3.75 mmol) prepared according to E. Piers, W. deWaal and R. W. Britton, J. Am. Chem. Soc., 93, 5113 (1971) in 1 ml of dry tetrahydrofuran. After stirring vigorously at 50° for 3 hrs., the mixture is allowed to cool and 1 ml of pH 5 phosphate buffer is added. After standing for 10 min., the solids are removed by fi... The reactants are C(C(=O)O)(=O)O (oxalic acid), O1[C@@H](C1)COC1=C2C=CNC2=CC=C1 ((S)-(+)-4-(oxiranylmethoxy)-1H-indole), FC(C=1C=C(C=CC1)C1CCNCC1)(F)F (4-(3-trifluoromethylphenyl)piperidine), CO (methanol). The solvent is C(C)(=O)OCC (ethyl acetate), C(C)(=O)OCC (ethyl acetate). Product: C(C(=O)O)(=O)O.N1C=CC2=C(C=CC=C12)OC[C@H](CN1CCC(CC1)C1=CC(=CC=C1)C(F)(F)F)O ((2S)-(-)-1-(4-indolyloxy)-3-(4-(3-trifluoromethylphenyl)piperidin-1-yl)-2-propanol ethanedioate). As a reaction SMILES: [O:1]1[CH2:3][C@H:2]1[CH2:4][O:5][C:6]1[CH:14]=[CH:13][CH:12]=[C:11]2[C:7]=1[CH:8]=[CH:9][NH:10]2.[F:15][C:16]([F:30])([F:29])[C:17]1[CH:18]=[C:19]([CH:23]2[CH2:28][CH2:27][NH:26][CH2:25][CH2:24]2)[CH:20]=[CH:21][CH:22]=1.[C:31]([OH:36])(=[O:35])[C:32]([OH:34])=[O:33].CO>C(OCC)(=O)C>[C:31]([OH:36])(=[O:35])[C:32]([OH:34])=[O:33].[NH:10]1[C:11]2[C:7](=[C:6]([O:5][CH2:4][C@@H:2]([OH:1])[CH2:3][N:26]3[CH2:27][CH2:28][CH:23]([C:19]4[CH:20]=[CH:21][CH:22]=[C:17]([C:16]([F:15])([F:29])[F:30])[CH:18]=4)[CH2:24][CH2:25]3)[CH:14]=[CH:13][CH:12]=2)[CH:8]=[CH:9]1 |f:5.6|. Reported procedure: The title compound was prepared in similar fashion from (S)-(+)-4-(oxiranylmethoxy)-1H-indole and 4-(3-trifluoromethylphenyl)piperidine. The resulting free base was dissolved in ethyl acetate, and precipitated with one equivalent of oxalic acid in ethyl acetate in 50% overall yield. FDMS m/e=419 (M+ of free base). α[D]589 =-11.62 (c=0.45, methanol).